From a dataset of the Open Reaction Database (ORD), a public repository of structured organic reaction records. describe an organic reaction: reactants, conditions, products, and yield The reactants are O=CC(O)C(O)C(O)C(O)CO, OCC1OC(O)C(O)C(O)C1O, OCC1OC(O)C(O)C(O)C1O, OCC(O)C1OC(O)C(O)C1O, OCC(O)C1OC(O)C(O)C1O, OCC1OC(O)C(O)C(O)C1O, OCC1OC(O)C(O)C(O)C1O, OCC(O)C1OC(O)C(O)C1O, OCC(O)C1OC(O)C(O)C1O. Product: O=CC(O)C(O)C(O)C(O)CO. As a reaction SMILES: [O:49]=[CH:50][CH:51]([CH:52]([CH:53]([CH:54]([CH2:55][OH:56])[OH:57])[OH:58])[OH:59])[OH:60].[OH:13][CH:14]1[O:15][CH:16]([CH2:17][OH:18])[CH:19]([OH:20])[CH:21]([OH:22])[CH:23]1[OH:24].[OH:1][CH:2]1[CH:3]([OH:4])[CH:5]([OH:6])[CH:7]([OH:8])[CH:9]([CH2:11][OH:12])[O:10]1.[OH:25][CH:26]1[O:27][CH:28]([CH:29]([CH2:30][OH:31])[OH:32])[CH:33]([OH:34])[CH:35]1[OH:36].[OH:37][CH:38]1[O:39][CH:40]([CH:41]([CH2:42][OH:43])[OH:44])[CH:45]([OH:46])[CH:47]1[OH:48].[OH:61][CH:62]1[O:63][CH:64]([CH2:65][OH:66])[CH:67]([OH:68])[CH:69]([OH:70])[CH:71]1[OH:72].[OH:73][CH:74]1[O:75][CH:76]([CH2:77][OH:78])[CH:79]([OH:80])[CH:81]([OH:82])[CH:83]1[OH:84].[OH:85][CH:86]1[O:87][CH:88]([CH:89]([CH2:90][OH:91])[OH:92])[CH:93]([OH:94])[CH:95]1[OH:96].[OH:97][CH:98]1[O:99][CH:100]([CH:101]([CH2:102][OH:103])[OH:104])[CH:105]([OH:106])[CH:107]1[OH:108]>>[O:1]=[CH:2][CH:3]([OH:4])[CH:5]([OH:6])[CH:7]([OH:8])[CH:9]([OH:10])[CH2:11][OH:12]. Reactants: C(C)OC(=O)C=1NC2=CC=CC=C2C1 (indol-2-carboxylic acid ethyl ester), C1(=CC=C(C=C1)S(=O)(=O)Cl)C (p-toluenesulphonyl chloride), [H-].[Na+] (sodium hydride). Run in C1CCOC1 (THF), C1CCOC1 (THF), C1CCOC1 (THF). Reaction conditions: temperature 30 celsius. Yields the product C(C)OC(=O)C=1N(C2=CC=CC=C2C1)S(=O)(=O)C1=CC=C(C=C1)C (1-(4-Methylphenyl)sulfonyl-1H-indole-2-carboxylic acid ethyl ester). Reaction SMILES: [H-].[Na+].[CH2:3]([O:5][C:6]([C:8]1[NH:9][C:10]2[C:15]([CH:16]=1)=[CH:14][CH:13]=[CH:12][CH:11]=2)=[O:7])[CH3:4].[C:17]1([CH3:27])[CH:22]=[CH:21][C:20]([S:23](Cl)(=[O:25])=[O:24])=[CH:19][CH:18]=1>C1COCC1>[CH2:3]([O:5][C:6]([C:8]1[N:9]([S:23]([C:20]2[CH:21]=[CH:22][C:17]([CH3:27])=[CH:18][CH:19]=2)(=[O:25])=[O:24])[C:10]2[C:15]([CH:16]=1)=[CH:14][CH:13]=[CH:12][CH:11]=2)=[O:7])[CH3:4] |f:0.1|. Procedure: To a stirred suspension of sodium hydride (3.7 g, 120 mmol, 80% in paraffin oil) in dry THF (75 mL), a solution of indol-2-carboxylic acid ethyl ester (18.9 g, 100 mmol) in dry THF (75 mL) was added in 1 hour with stirring while the inner temperature was maintained under 30° C. The reaction mixture was stirred for 30 min. and then a solution of p-toluenesulphonyl chloride (22.9 g, 120 mmol) in dry THF (75 mL) was added dropwise to the stirring reactant. After two hours stirring at room temperatu...